This data is from the Open Reaction Database (ORD), a public repository of structured organic reaction records. The task is: describe an organic reaction: reactants, conditions, products, and yield Reactants: CC(C)(C)c1nc(O)cc(C2CCC2)n1, Cc1ccccc1, CN(C)C=O, O, O=P(Cl)(Cl)Cl. Yields the product CC(C)(C)c1nc(Cl)cc(C2CCC2)n1. Reaction SMILES: [C:1]([CH3:2])([CH3:3])([CH3:4])[c:5]1[n:6][c:7]([CH:12]2[CH2:13][CH2:14][CH2:15]2)[cH:8][c:9]([OH:11])[n:10]1.[CH3:22][c:23]1[cH:24][cH:25][cH:26][cH:27][cH:28]1.[CH3:29][N:30]([CH3:31])[CH:32]=[O:33].[OH2:21].[P:16]([Cl:17])([Cl:18])([Cl:19])=[O:20]>>[C:1]([CH3:2])([CH3:3])([CH3:4])[c:5]1[n:6][c:7]([CH:12]2[CH2:13][CH2:14][CH2:15]2)[cH:8][c:9]([Cl:18])[n:10]1.